From a dataset of the Open Reaction Database (ORD), a public repository of structured organic reaction records. describe an organic reaction: reactants, conditions, products, and yield The reactants are BrC(C(C(C(=O)OC)C#N)(C)C)CC(Cl)(Cl)Cl (Methyl 4-bromo-2-cyano-3,3-dimethyl-6,6,6-trichlorohexanoate), [OH-].[K+] (potassium hydroxide). The solvent is CO (methanol). Conditions: temperature 35 celsius, time 1 hour. The product is C(#N)C1(C(C1(C)C)C=C(Cl)Cl)C(=O)O (1-cyano-2-(2,2-dichlorovinyl)-3,3-dimethylcyclopropanecarboxylic acid). RXN SMILES: Br[CH:2]([CH2:13][C:14]([Cl:17])([Cl:16])Cl)[C:3]([CH3:12])([CH3:11])[CH:4]([C:9]#[N:10])[C:5]([O:7]C)=[O:6].[OH-].[K+]>CO>[C:9]([C:4]1([C:5]([OH:7])=[O:6])[C:3]([CH3:11])([CH3:12])[CH:2]1[CH:13]=[C:14]([Cl:16])[Cl:17])#[N:10] |f:1.2|. Reported procedure: Methyl 4-bromo-2-cyano-3,3-dimethyl-6,6,6-trichlorohexanoate (64.0 g, 0.166 m) was added over a period of 25 minutes to a suspension of potassium hydroxide (120.0 g, 1,8 m) in methanol (2100 ml) at 20° C. The mixture was then stirred for 1 hour at 35° C. and subsequently heated under reflux for 2.5 hours. The solvent was then removed under reduced pressure and the residue was dissolved in water (1500 ml). The aqueous phase was washed once with dichloromethane and acidified with concentrated hydr... The reactants are C=CCI, Cc1ccccc1, c1cnc2c3c(ccc2c1)OCCO3. The product is [I-], C=CC[n+]1cccc2ccc3c(c21)OCCO3. As a reaction SMILES: [CH2:15]([CH:16]=[CH2:17])[I:18].[CH3:19][c:20]1[cH:21][cH:22][cH:23][cH:24][cH:25]1.[O:1]1[CH2:2][CH2:3][O:4][c:5]2[cH:6][cH:7][c:8]3[cH:9][cH:10][cH:11][n:12][c:13]3[c:14]21>>[I-:18].[O:1]1[CH2:2][CH2:3][O:4][c:5]2[cH:6][cH:7][c:8]3[cH:9][cH:10][cH:11][n+:12]([CH2:17][CH:16]=[CH2:15])[c:13]3[c:14]21.